Dataset: the Open Reaction Database (ORD), a public repository of structured organic reaction records. Task: describe an organic reaction: reactants, conditions, products, and yield RXN SMILES: [CH2:1]([Li])[CH2:2]CC.[CH2:6]([CH2:8][S:9]([O-:12])(=[O:11])=[O:10])[CH3:7].C(OP(Cl)(=O)[O-])C.[Cl:20][C:21]1[S:25]C(C=O)=[CH:23][CH:22]=1>C1COCC1.O>[CH2:1]([O:10][S:9]([CH:8]=[CH:6][C:7]1[S:25][C:21]([Cl:20])=[CH:22][CH:23]=1)(=[O:12])=[O:11])[CH3:2]. Reaction conditions: temperature 50 celsius, time 15 minute. Solvent: C1CCOC1 (THF), O (Water). Product: C(C)OS(=O)(=O)C=CC=1SC(=CC1)Cl (2-(5-Chloro-thiophen-2-yl)-ethenesulfonic acid ethyl ester). Procedure: n-Butyllithium (53.1 mL, 2.5M solution in hexanes) is added dropwise to a solution of ethylmethanesulfonate (12.9 mL, 0.12 mol) in THF (300 mL) at −78° C. The reaction mixture is stirred for 15 min then ethylchlorophosphonate (9.9 mL, 0.07 mol) is added dropwise. The solution is stirred at −78° C. for 30 minutes and then heated to 50° C. for 1 hour. The reaction mixture is then cooled to −78° C. and stirred for 1 h then 5-chlorothiophenecarboxaldehyde (7.1 mL, 0.07 mol) is added dropwise. The re... Reactants: C(C)OP([O-])(=O)Cl (ethylchlorophosphonate), ClC1=CC=C(S1)C=O (5-chlorothiophenecarboxaldehyde), C(CCC)[Li] (n-Butyllithium), C(C)CS(=O)(=O)[O-] (ethylmethanesulfonate). The reactants are CO (methanol), Cl.COC1=CC=CC=2C=3CNCC3C(CC21)C2=CC=CC=C2 (6-methoxy-4-phenyl-2,3,4,5-tetrahydro-1H-benzo[e]isoindole hydrochloride), solution, B(Br)(Br)Br (boron tribromide). Run in C(Cl)Cl (methylene chloride), C(Cl)Cl (methylene chloride). Product: C(=O)O.OC1=CC=CC=2C=3CNCC3C(CC21)C2=CC=CC=C2 (6-hydroxy-4-phenyl-2,3,4,5-tetrahydro-1H-benzo[e]isoindole formic acid salt). RXN SMILES: Cl.C[O:3][C:4]1[C:16]2[CH2:15][CH:14]([C:17]3[CH:22]=[CH:21][CH:20]=[CH:19][CH:18]=3)[C:13]3[CH2:12][NH:11][CH2:10][C:9]=3[C:8]=2[CH:7]=[CH:6][CH:5]=1.B(Br)(Br)Br.C[OH:28]>C(Cl)Cl>[CH:4]([OH:3])=[O:28].[OH:3][C:4]1[C:16]2[CH2:15][CH:14]([C:17]3[CH:18]=[CH:19][CH:20]=[CH:21][CH:22]=3)[C:13]3[CH2:12][NH:11][CH2:10][C:9]=3[C:8]=2[CH:7]=[CH:6][CH:5]=1 |f:0.1,5.6|. Procedure: A suspension of 44.1 mg. (0.159 mmol) of 6-methoxy-4-phenyl-2,3,4,5-tetrahydro-1H-benzo[e]isoindole hydrochloride, from Step 6, in 2 mL of methylene chloride is cooled to -78° C. and 0.64 mL of a 1M solution of boron tribromide in methylene chloride is added. The reaction is warmed to ambient temperature for 1 h and recooled to -78° C. before 1 mL of methanol is added. After warming to ambient temperature for 1 h, the solvents are removed in vacuo. Additional methanol (5 mL) is added and removed... Reactants: C1(=CC=CC=C1)C[C@H](CN)N ((2R)-3-phenyl-1,2-propanediamine), C(C)(=O)O.C(=N)N (formamidine acetate). Solvent: C(C)O (ethanol). Conditions: time 8 hour. Yields the product C(C1=CC=CC=C1)[C@H]1N=CNC1 ((R)-4-Benzyl-4,5-dihydro-1H-imidazole). Yield: 93.9%. As a reaction SMILES: [C:1]1([CH2:7][C@@H:8]([NH2:11])[CH2:9][NH2:10])[CH:6]=[CH:5][CH:4]=[CH:3][CH:2]=1.[C:12](O)(=O)C.C(N)=N>C(O)C>[CH2:7]([C@@H:8]1[CH2:9][NH:10][CH:12]=[N:11]1)[C:1]1[CH:6]=[CH:5][CH:4]=[CH:3][CH:2]=1 |f:1.2|. Procedure details: To a solution of (2R)-3-phenyl-1,2-propanediamine (0.20 g, 1.33 mmol) in ethanol (5 ml) was added formamidine acetate (0.15 g, 1.45 mmol) and the mixture was stirred overnight at room temperature. The solvent was evaporated, sodium hydroxide (2N, 5 ml) was added and the mixture was extracted 3 times with dichloromethane (10 ml). The combined organic layers were dried over magnesium sulfate and evaporated. The residue was purified by chromatography (column: Isolute® Flash-NH2 from Separtis; eluen... The product is N[C@H](C(=O)N([C@H](C(OCC)OCC)C)CC=1C2=C(SC1)C=CC=C2)CC2=CC=C(C=C2)OC(C)(C)C ((S)-2-amino-N-(benzo[b]thiophen-3-ylmethyl)-3-(4-tert-butoxyphenyl)-N—((S)-1,1-diethoxypropan-2-yl)propanamide). RXN SMILES: [S:1]1[CH:5]=[C:4]([CH2:6][N:7]([C@@H:41]([CH3:49])[CH:42]([O:46][CH2:47][CH3:48])[O:43][CH2:44][CH3:45])[C:8](=[O:40])[C@@H:9]([NH:22]C(=O)OCC2C3C=CC=CC=3C3C2=CC=CC=3)[CH2:10][C:11]2[CH:16]=[CH:15][C:14]([O:17][C:18]([CH3:21])([CH3:20])[CH3:19])=[CH:13][CH:12]=2)[C:3]2[CH:50]=[CH:51][CH:52]=[CH:53][C:2]1=2.N1CCCCC1>>[NH2:22][C@@H:9]([CH2:10][C:11]1[CH:16]=[CH:15][C:14]([O:17][C:18]([CH3:21])([CH3:19])[CH3:20])=[CH:13][CH:12]=1)[C:8]([N:7]([CH2:6][C:4]1[C:3]2[CH:50]=[CH:51][CH:52]=[CH:53][C:2]=2[S:1][CH:5]=1)[C@@H:41]([CH3:49])[CH:42]([O:46][CH2:47][CH3:48])[O:43][CH2:44][CH3:45])=[O:40]. Reported procedure: According to the procedure described in the synthesis method of Compound IV-1, (9H-fluoren-9-yl)methyl (S)-1-((benzo[b]thiophen-3-ylmethyl)((S)-1,1-diethoxypropan-2-yl)amino)-3-(4-tert-butoxyphenyl)-1-oxopropan-2-ylcarbamate (Compound III-6) 500 mg (0.68 mmol) was treated with piperidine and purified on silica gel column chromatography (n-hexane:ethyl acetate=9:1, chloroform:methanol=100:0 and 8:2) to obtain the title compound 339 mg (98%). Starting materials: S1C2=C(C(=C1)CN(C([C@H](CC1=CC=C(C=C1)OC(C)(C)C)NC(OCC1C3=CC=CC=C3C=3C=CC=CC13)=O)=O)[C@H](C(OCC)OCC)C)C=CC=C2 ((9H-fluoren-9-yl)methyl (S)-1-((benzo[b]thiophen-3-ylmethyl)((S)-1,1-diethoxypropan-2-yl)amino)-3-(4-tert-butoxyphenyl)-1-oxopropan-2-ylcarbamate), N1CCCCC1 (piperidine). Isolated yield 97.2%. Reactants: CC1=NN(C(=C1C1=CC=CC=C1)C)C1=CC=C(C=C1)CCNC(OC1=CC=CC=C1)=O (Phenyl 2-[4-(3,5-dimethyl-4-phenyl-1H-pyrazol-1-yl)phenyl]ethylcarbamate), C(#N)C=1C=C(C=CC1)S(=O)(=O)N (3-cyanobenzenesulfonamide). The product is C(#N)C=1C=C(C=CC1)S(=O)(=O)NC(=O)NCCC1=CC=C(C=C1)N1N=C(C(=C1C)C1=CC=CC=C1)C (3-Cyano-N-[({2-[4-(3,5-dimethyl-4-phenyl-1H-pyrazol-1-yl)phenyl]ethyl}amino)carbonyl]benzenesulfonamide). RXN SMILES: [CH3:1][C:2]1[C:6]([C:7]2[CH:12]=[CH:11][CH:10]=[CH:9][CH:8]=2)=[C:5]([CH3:13])[N:4]([C:14]2[CH:19]=[CH:18][C:17]([CH2:20][CH2:21][NH:22][C:23](=[O:31])OC3C=CC=CC=3)=[CH:16][CH:15]=2)[N:3]=1.[C:32]([C:34]1[CH:35]=[C:36]([S:40]([NH2:43])(=[O:42])=[O:41])[CH:37]=[CH:38][CH:39]=1)#[N:33]>>[C:32]([C:34]1[CH:35]=[C:36]([S:40]([NH:43][C:23]([NH:22][CH2:21][CH2:20][C:17]2[CH:18]=[CH:19][C:14]([N:4]3[C:5]([CH3:13])=[C:6]([C:7]4[CH:12]=[CH:11][CH:10]=[CH:9][CH:8]=4)[C:2]([CH3:1])=[N:3]3)=[CH:15][CH:16]=2)=[O:31])(=[O:42])=[O:41])[CH:37]=[CH:38][CH:39]=1)#[N:33]. Reported procedure: The title compound was prepared according to the procedure described in step 1 of Example 42 from phenyl 2-[4-(3,5-dimethyl-4-phenyl-1H-pyrazol-1-yl)phenyl]ethylcarbamate (step 1 of Example 22) and 3-cyanobenzenesulfonamide: 1H-NMR (CDCl3) δ 8.26-8.21 (2H, m), 7.86 (1H, d, J=7.9 Hz), 7.68 (1H, t, J=7.9 Hz), 7.46-7.20 (9H, m), 6.01 (1H, br.s), 3.48-3.42 (2H, m), 2.84 (2H, t, J=6.3 Hz), 2.32 (3H, s), 2.21 (3H, s). Reactants: FC(C(=O)O)(F)F (Trifluoroacetic acid), ClC1=C(C(=C(C=C1)CNC(=O)C=1NC2=CC=C(C=C2C1)NC(=O)[C@H]1N(CCC1)C(=O)OC(C)(C)C)F)OC1=CC(=CC(=C1)C#N)Cl (1,1-dimethylethyl(2S)-2-{[(2-{[({4-chloro-3-[(3-chloro-5-cyanophenyl)oxy]-2-fluorophenyl}methyl)amino}carbonyl]-1H-indol-5-yl)amino]carbonyl}-1-pyrrolidinecarboxylate). The solvent is ClCCl (dichloromethane). Reaction conditions: time 1 hour. Product: FC(C(=O)O)(F)F.ClC1=C(C(=C(C=C1)CNC(=O)C=1NC2=CC=C(C=C2C1)NC([C@H]1NCCC1)=O)F)OC1=CC(=CC(=C1)C#N)Cl (N-({4-chloro-3-[(3-chloro-5-cyanophenyl)oxy]-2-fluorophenyl}methyl)-5-(L-prolylamino)-1H-indole-2-carboxamide trifluoroacetate). The yield is 95.5%. RXN SMILES: [F:1][C:2]([F:7])([F:6])[C:3]([OH:5])=[O:4].[Cl:8][C:9]1[CH:14]=[CH:13][C:12]([CH2:15][NH:16][C:17]([C:19]2[NH:20][C:21]3[C:26]([CH:27]=2)=[CH:25][C:24]([NH:28][C:29]([C@@H:31]2[CH2:35][CH2:34][CH2:33][N:32]2C(OC(C)(C)C)=O)=[O:30])=[CH:23][CH:22]=3)=[O:18])=[C:11]([F:43])[C:10]=1[O:44][C:45]1[CH:50]=[C:49]([C:51]#[N:52])[CH:48]=[C:47]([Cl:53])[CH:46]=1>ClCCl>[F:1][C:2]([F:7])([F:6])[C:3]([OH:5])=[O:4].[Cl:8][C:9]1[CH:14]=[CH:13][C:12]([CH2:15][NH:16][C:17]([C:19]2[NH:20][C:21]3[C:26]([CH:27]=2)=[CH:25][C:24]([NH:28][C:29](=[O:30])[C@@H:31]2[CH2:35][CH2:34][CH2:33][NH:32]2)=[CH:23][CH:22]=3)=[O:18])=[C:11]([F:43])[C:10]=1[O:44][C:45]1[CH:50]=[C:49]([C:51]#[N:52])[CH:48]=[C:47]([Cl:53])[CH:46]=1 |f:3.4|. Procedure details: Trifluoroacetic acid (0.25 mL, 3.24 mmol) was added to a suspension of 1,1-dimethylethyl(2S)-2-{[(2-{[({4-chloro-3-[(3-chloro-5-cyanophenyl)oxy]-2-fluorophenyl}methyl)amino}carbonyl]-1H-indol-5-yl)amino]carbonyl}-1-pyrrolidinecarboxylate (0.013 g, 0.020 mmol) in dichloromethane (1 mL). The resulting solution was stirred at RT for 1 h. The solvent was evaporated to give the title compound (0.013 g, 98%) an off-white solid. 1H NMR (400 MHz, DMSO-d6): δ ppm 11.67 (s, 1H), 10.38 (s, 1H), 9.24 (s, 1H... The reactants are O=C1CCC(=O)N1Br, ClC(Cl)Cl, CC(C)(C)OC(=O)Nc1cncs1. The product is CC(C)(C)OC(=O)Nc1scnc1Br. Reaction SMILES: [Br:14][N:15]1[C:16](=[O:17])[CH2:18][CH2:19][C:20]1=[O:21].[CH:22]([Cl:23])([Cl:24])[Cl:25].[s:1]1[cH:2][n:3][cH:4][c:5]1[NH:6][C:7]([O:8][C:9]([CH3:10])([CH3:11])[CH3:12])=[O:13]>>[s:1]1[cH:2][n:3][c:4]([Br:14])[c:5]1[NH:6][C:7]([O:8][C:9]([CH3:10])([CH3:11])[CH3:12])=[O:13].